The task is: describe an organic reaction: reactants, conditions, products, and yield. This data is from the Open Reaction Database (ORD), a public repository of structured organic reaction records. Starting materials: OC1=CC=C(C=O)C=C1 (4-hydroxybenzaldehyde), C([O-])([O-])=O.[Cs+].[Cs+] (cesium carbonate), COC(C1=CC=C(C=C1)CBr)=O (methyl-4-(bromomethyl)benzoate). The solvent is CN(C)C=O (DMF). Run at time 24 hour. The product is C(=O)C1=CC=C(OCC2=CC=C(C(=O)OC)C=C2)C=C1 (Methyl 4-((4-formylphenoxy)methyl)benzoate). Isolated yield 96.2%. Reaction SMILES: [OH:1][C:2]1[CH:9]=[CH:8][C:5]([CH:6]=[O:7])=[CH:4][CH:3]=1.C(=O)([O-])[O-].[Cs+].[Cs+].[CH3:16][O:17][C:18](=[O:27])[C:19]1[CH:24]=[CH:23][C:22]([CH2:25]Br)=[CH:21][CH:20]=1>CN(C=O)C>[CH:6]([C:5]1[CH:8]=[CH:9][C:2]([O:1][CH2:25][C:22]2[CH:23]=[CH:24][C:19]([C:18]([O:17][CH3:16])=[O:27])=[CH:20][CH:21]=2)=[CH:3][CH:4]=1)=[O:7] |f:1.2.3|. Reported procedure: To a suspension of 4-hydroxybenzaldehyde (244.2 mg, 2 mmol) and cesium carbonate (445 mg, 1.36 mmol) in anhydrous DMF (8 mL) was added methyl-4-(bromomethyl)benzoate (481 mg, 2.1 mmol). The resulting mixture was stirred for 24 hours at room temperature, after which time the mixture was concentrated under reduced pressure. The resulting crude was partitioned between dichloromethane (30 mL) and water (10 mL). The mixture was filtered through a phase separator, washed with dichloromethane and the s... Reactants: C(C1=CC=CC=C1)(C1=CC=CC=C1)(C1=CC=CC=C1)NC=1SC=C(N1)C(C(=O)NC1[C@@H]2N(C(=C(CS2=O)CCl)C(=O)OC(C2=CC=CC=C2)C2=CC=CC=C2)C1=O)=NOC(F)F (benzhydryl 7-[2-(2-tritylaminothiazol-4-yl)-2-difluoromethoxyiminoacetamido]-3-chloromethyl-3-cephem-4-carboxylate-1-oxide), [I-].[Na+] (sodium iodide). The solvent is CC(=O)C (acetone). Reaction conditions: time 2 hour. Yields the product C(C1=CC=CC=C1)(C1=CC=CC=C1)(C1=CC=CC=C1)NC=1SC=C(N1)C(C(=O)NC1[C@@H]2N(C(=C(CS2=O)CI)C(=O)OC(C2=CC=CC=C2)C2=CC=CC=C2)C1=O)=NOC(F)F (benzhydryl 7-[2-(2-tritylaminothiazol-4-yl)-2-difluoromethoxyiminoacetamido]-3-iodomethyl-3-cephem-4-carboxylate-1-oxide). Yield: 42.4%. Reaction SMILES: [C:1]([NH:20][C:21]1[S:22][CH:23]=[C:24]([C:26](=[N:58][O:59][CH:60]([F:62])[F:61])[C:27]([NH:29][CH:30]2[C:56](=[O:57])[N:32]3[C:33]([C:40]([O:42][CH:43]([C:50]4[CH:55]=[CH:54][CH:53]=[CH:52][CH:51]=4)[C:44]4[CH:49]=[CH:48][CH:47]=[CH:46][CH:45]=4)=[O:41])=[C:34]([CH2:38]Cl)[CH2:35][S:36](=[O:37])[C@H:31]23)=[O:28])[N:25]=1)([C:14]1[CH:19]=[CH:18][CH:17]=[CH:16][CH:15]=1)([C:8]1[CH:13]=[CH:12][CH:11]=[CH:10][CH:9]=1)[C:2]1[CH:7]=[CH:6][CH:5]=[CH:4][CH:3]=1.[I-:63].[Na+]>CC(C)=O>[C:1]([NH:20][C:21]1[S:22][CH:23]=[C:24]([C:26](=[N:58][O:59][CH:60]([F:62])[F:61])[C:27]([NH:29][CH:30]2[C:56](=[O:57])[N:32]3[C:33]([C:40]([O:42][CH:43]([C:50]4[CH:55]=[CH:54][CH:53]=[CH:52][CH:51]=4)[C:44]4[CH:49]=[CH:48][CH:47]=[CH:46][CH:45]=4)=[O:41])=[C:34]([CH2:38][I:63])[CH2:35][S:36](=[O:37])[C@H:31]23)=[O:28])[N:25]=1)([C:14]1[CH:19]=[CH:18][CH:17]=[CH:16][CH:15]=1)([C:8]1[CH:13]=[CH:12][CH:11]=[CH:10][CH:9]=1)[C:2]1[CH:7]=[CH:6][CH:5]=[CH:4][CH:3]=1 |f:1.2|. Procedure: A mixture of benzhydryl 7-[2-(2-tritylaminothiazol-4-yl)-2-difluoromethoxyiminoacetamido]-3-chloromethyl-3-cephem-4-carboxylate-1-oxide (syn isomer) (29 g), sodium iodide (14.6 g) and acetone (300 ml) was stirred for 2.0 hours at 0°-5° C. and evaporated. To the residue were added ethyl acetate (400 ml) and water (300 ml), and the organic layer was separated, dried and evaporated. The residue was subjected to column chromatography on silica gel (600 g) and the elution was carried out with a mixtu... Starting materials: C(C)OC=1C=C(C=C(C1)C)N1N=C(C=C1CNC(OC(C)(C)C)=O)C(F)(F)F (tert-butyl (1-(3-ethoxy-5-methylphenyl)-3-(trifluormethyl)-1H-pyrazol-5-yl)methylcarbamate), Cl (hydrogen chloride). Solvent: O1CCOCC1 (dioxane), O1CCOCC1 (dioxane). Run at time 8 hour. The product is Cl.C(C)OC=1C=C(C=C(C1)C)N1N=C(C=C1CN)C(F)(F)F ((1-(3-ethoxy-5-methylphenyl)-3-(trifluoromethyl)-1H-pyrazol-5-yl)methanamine hydrochloride). Yield: 71.0%. As a reaction SMILES: [CH2:1]([O:3][C:4]1[CH:5]=[C:6]([N:11]2[C:15]([CH2:16][NH:17]C(=O)OC(C)(C)C)=[CH:14][C:13]([C:25]([F:28])([F:27])[F:26])=[N:12]2)[CH:7]=[C:8]([CH3:10])[CH:9]=1)[CH3:2].[ClH:29]>O1CCOCC1>[ClH:29].[CH2:1]([O:3][C:4]1[CH:5]=[C:6]([N:11]2[C:15]([CH2:16][NH2:17])=[CH:14][C:13]([C:25]([F:26])([F:27])[F:28])=[N:12]2)[CH:7]=[C:8]([CH3:10])[CH:9]=1)[CH3:2] |f:3.4|. Procedure: In 6 mL of dioxane, tert-butyl (1-(3-ethoxy-5-methylphenyl)-3-(trifluormethyl)-1H-pyrazol-5-yl)methylcarbamate (354 mg, 0.886 mmol) was dissolved and hydrogen chloride in dioxane (1.44 mL, c=4 mol/L, 5.76 mml, 6.5 equiv.) was added. The reaction mixture was stirred overnight and filtered, the filtercake was washed with dioxane (2×15 mL) and dried to give (1-(3-ethoxy-5-methylphenyl)-3-(trifluoromethyl)-1H-pyrazol-5-yl)methanamine hydrochloride (211 mg, 71%). The reactants are CN(C=O)C (dimethylformamide), C([O-])([O-])=O.[K+].[K+] (potassium carbonate), OC1=C2CCCC(C2=CC=C1COC)=O (5-hydroxy-6-methoxymethyl-3,4-dihydro-1(2H)-naphthalenone), C(C1=CC=CC=C1)Cl (benzyl chloride). Run in O (water). Yields the product C(C1=CC=CC=C1)OC=1C(=C2CCCC(C2=CC1)=O)COC (6-benzyloxy-5-methoxymethyl-3,4-dihydro-1(2H)-naphthalenone). As a reaction SMILES: CN(C)[CH:3]=[O:4].[OH:6][C:7]1[C:16](COC)=[CH:15][CH:14]=[C:13]2[C:8]=1[CH2:9][CH2:10][CH2:11][C:12]2=O.[CH2:21](Cl)[C:22]1[CH:27]=[CH:26][CH:25]=[CH:24][CH:23]=1.[C:29](=[O:32])([O-])[O-].[K+].[K+]>O>[CH2:21]([O:6][C:7]1[C:8]([CH2:9][O:4][CH3:3])=[C:13]2[C:14](=[CH:15][CH:16]=1)[C:29](=[O:32])[CH2:10][CH2:11][CH2:12]2)[C:22]1[CH:27]=[CH:26][CH:25]=[CH:24][CH:23]=1 |f:3.4.5|. Procedure: To 300 ml. of dimethylformamide are added 52 g. of 5-hydroxy-6-methoxymethyl-3,4-dihydro-1(2H)-naphthalenone, 32 g. of benzyl chloride and 35 g. of anhydrous potassium carbonate, and the mixture is stirred at 100° C for 4 hours. The reaction mixture is poured in 1 liter of water and the liberated oily layer is separated. To this layer is added 300 ml. of ethyl acetate and, after washing with water, the solution is dried over anhydrous sodium sulfate. The solvent is then distilled off under reduc... The reactants are C1CCOC1, CN1CCN(c2ccccc2C=O)CC1, O=C1CNC(=O)N1Cc1ccc(Cl)cc1, [H-], [Na+]. Yields the product CN1CCN(c2ccccc2C=C2NC(=O)N(Cc3ccc(Cl)cc3)C2=O)CC1. As a reaction SMILES: [CH2:33]1[O:34][CH2:35][CH2:36][CH2:37]1.[CH3:18][N:19]1[CH2:20][CH2:21][N:22]([c:25]2[c:26]([CH:27]=[O:28])[cH:29][cH:30][cH:31][cH:32]2)[CH2:23][CH2:24]1.[Cl:3][c:4]1[cH:5][cH:6][c:7]([CH2:8][N:9]2[C:10](=[O:15])[NH:11][CH2:12][C:13]2=[O:14])[cH:16][cH:17]1.[H-:1].[Na+:2]>>[Cl:3][c:4]1[cH:5][cH:6][c:7]([CH2:8][N:9]2[C:10](=[O:15])[NH:11][C:12](=[CH:27][c:26]3[c:25]([N:22]4[CH2:21][CH2:20][N:19]([CH3:18])[CH2:24][CH2:23]4)[cH:32][cH:31][cH:30][cH:29]3)[C:13]2=[O:14])[cH:16][cH:17]1.